This data is from the Open Reaction Database (ORD), a public repository of structured organic reaction records. The task is: describe an organic reaction: reactants, conditions, products, and yield Starting materials: Cl.C(#N)[C@@]1(C(N(CC1)C1=NC(=NC=C1)NC=1C=NN(C1)C(C(=O)O)(C)C)=O)C1CC1 (2-(4-((4-((3S)-3-cyano-3-cyclopropyl-2-oxopyrrolidin-1-yl)pyrimidin-2-yl)amino)-1H-pyrazol-1-yl)-2-methylpropanoic acid hydrochloride), C(C)N=C=NCCCN(C)C (1-ethyl-3-(3-dimethylaminopropyl)carbodiimide), O.ON1N=NC2=C1C=CC=C2 (1-hydroxybenzotriazole monohydrate), C(C)(C)N(C(C)C)CC (N,N-diisopropylethylamine), N1CCOCC1 (morpholine). Run in CN(C=O)C (N,N-dimethylformamide). Conditions: time 8 hour. Yields the product Cl.C1(CC1)[C@]1(C(N(CC1)C1=NC(=NC=C1)NC=1C=NN(C1)C(C(=O)N1CCOCC1)(C)C)=O)C#N ((3S)-3-cyclopropyl-1-(2-((1-(2-methyl-1-(morpholin-4-yl)-1-oxopropan-2-yl)-1H-pyrazol-4-yl)amino)pyrimidin-4-yl)-2-oxopyrrolidine-3-carbonitrile hydrochloride). The yield is 37.7%. RXN SMILES: [ClH:1].[C:2]([C@@:4]1([CH:28]2[CH2:30][CH2:29]2)[CH2:8][CH2:7][N:6]([C:9]2[CH:14]=[CH:13][N:12]=[C:11]([NH:15][C:16]3[CH:17]=[N:18][N:19]([C:21]([CH3:26])([CH3:25])[C:22]([OH:24])=O)[CH:20]=3)[N:10]=2)[C:5]1=[O:27])#[N:3].C(N=C=NCCCN(C)C)C.O.ON1C2C=CC=CC=2N=N1.C(N(CC)C(C)C)(C)C.[NH:62]1[CH2:67][CH2:66][O:65][CH2:64][CH2:63]1>CN(C)C=O>[ClH:1].[CH:28]1([C@:4]2([C:2]#[N:3])[CH2:8][CH2:7][N:6]([C:9]3[CH:14]=[CH:13][N:12]=[C:11]([NH:15][C:16]4[CH:17]=[N:18][N:19]([C:21]([CH3:25])([CH3:26])[C:22]([N:62]5[CH2:67][CH2:66][O:65][CH2:64][CH2:63]5)=[O:24])[CH:20]=4)[N:10]=3)[C:5]2=[O:27])[CH2:30][CH2:29]1 |f:0.1,3.4,8.9|. Procedure details: To a solution of 2-(4-((4-((3S)-3-cyano-3-cyclopropyl-2-oxopyrrolidin-1-yl)pyrimidin-2-yl)amino)-1H-pyrazol-1-yl)-2-methylpropanoic acid hydrochloride (80 mg) obtained in Example 108 in N,N-dimethylformamide (2.0 mL) were added 1-ethyl-3-(3-dimethylaminopropyl)carbodiimide (58 mg), 1-hydroxybenzotriazole monohydrate (57 mg), N,N-diisopropylethylamine (97 μL) and morpholine (19 mg), and the mixture was stirred overnight at room temperature. The solvent was evaporated under reduced pressure, and t... RXN SMILES: [CH2:20]([Li:21])[CH2:22][CH2:23][CH3:24].[CH3:1][S:2][c:3]1[n:4][n:5]2[c:6]([cH:7][cH:8][cH:9][cH:10]2)[c:11]1[NH:12][C:13]([O:14][C:15]([CH3:16])([CH3:17])[CH3:18])=[O:19].[CH3:36][CH2:37][CH2:38][CH2:39][CH2:40][CH3:41].[Cl-:29].[I:25][CH2:26][CH2:27][I:28].[NH4+:30].[O:31]1[CH2:32][CH2:33][CH2:34][CH2:35]1>>[CH3:1][S:2][c:3]1[n:4][n:5]2[c:6]([cH:7][cH:8][cH:9][c:10]2[I:25])[c:11]1[NH:12][C:13]([O:14][C:15]([CH3:16])([CH3:17])[CH3:18])=[O:19]. Product: CSc1nn2c(I)cccc2c1NC(=O)OC(C)(C)C. Reactants: [Li]CCCC, CSc1nn2ccccc2c1NC(=O)OC(C)(C)C, CCCCCC, [Cl-], ICCI, [NH4+], C1CCOC1. Starting materials: CC(CO)CBr, CCOC(C)=O, CC(=O)OC(C)=O, O, c1ccncc1. Yields the product CC(=O)OCC(C)CBr. Reaction SMILES: [Br:1][CH2:2][CH:3]([CH2:4][OH:5])[CH3:6].[CH3:15][CH2:16][O:17][C:18](=[O:19])[CH3:20].[CH3:7][C:8](=[O:9])[O:10][C:11](=[O:12])[CH3:13].[OH2:14].[cH:21]1[cH:22][cH:23][n:24][cH:25][cH:26]1>>[Br:1][CH2:2][CH:3]([CH2:4][O:5][C:8]([CH3:7])=[O:9])[CH3:6]. Starting materials: CS(=O)(=O)NC1=CC=C(C=C1)OC[C@@H]1CO1 ((S)-Glycidyl N-Methylsulfonyl-p-Aminophenyl Ether), C([O-])([O-])=O.[K+].[K+] (potassium carbonate), CI (methyl iodide). The solvent is CC(=O)C (acetone). Run at time 8 hour. Product: CN(C1=CC=C(C=C1)OC[C@@H]1CO1)S(=O)(=O)C ((S)-Glycidyl N-methyl-N-Methanesulfonyl-p-Aminophenyl Ether). The yield is 78.0%. As a reaction SMILES: [CH3:1][S:2]([NH:5][C:6]1[CH:11]=[CH:10][C:9]([O:12][CH2:13][C@H:14]2[O:16][CH2:15]2)=[CH:8][CH:7]=1)(=[O:4])=[O:3].[C:17](=O)([O-])[O-].[K+].[K+].CI>CC(C)=O>[CH3:17][N:5]([S:2]([CH3:1])(=[O:3])=[O:4])[C:6]1[CH:7]=[CH:8][C:9]([O:12][CH2:13][C@H:14]2[O:16][CH2:15]2)=[CH:10][CH:11]=1 |f:1.2.3|. Procedure details: A solution of compound 3-S (0.243 g, 1 mmol) and potassium carbonate (0.166 g, 1.2 mmol) in 20 ml acetone was stirred for 1 hour at room temperature, then methyl iodide (0.142 g, 0.062 ml, 1 mmol) was added dropwise at room temperature. After stirring for 8 hours, the reaction was filtered and the solvent evaporated to furnish a white solid that was used directly in the next step (0.2 g, 78% yield). The reactants are B(Br)(Br)Br (Boron tribromide), C(C)(=O)N1CC(C2=C(C(=C(C=C12)C)OC)C)C (N-Acetyl-5-methoxy-3,4,6-trimethylindoline). The solvent is C(Cl)Cl (methylene chloride). Reaction conditions: temperature -78 celsius, time 17 hour. The product is C(C)(=O)N1CC(C2=C(C(=C(C=C12)C)O)C)C (N-Acetyl-5-hydroxy-3,4,6-trimethylindoline). Yield: 0.9%. Reaction SMILES: B(Br)(Br)Br.[C:5]([N:8]1[C:16]2[C:11](=[C:12]([CH3:20])[C:13]([O:18]C)=[C:14]([CH3:17])[CH:15]=2)[CH:10]([CH3:21])[CH2:9]1)(=[O:7])[CH3:6]>C(Cl)Cl>[C:5]([N:8]1[C:16]2[C:11](=[C:12]([CH3:20])[C:13]([OH:18])=[C:14]([CH3:17])[CH:15]=2)[CH:10]([CH3:21])[CH2:9]1)(=[O:7])[CH3:6]. Procedure details: Boron tribromide (1.4 mL of 1M solution in methylene chloride, 1.4 mmol) was added to a cooled (-78° C.) solution of indoline 9 (110 mg, 47 mmol) dissolved in methylene chloride (2 mL). The resulting solution was maintained at -78° C. (1 h), then slowly warmed to room temperature and held there for 17 h. The cooled reaction mixture was quenched with a few drops of methanol followed by cold water. The solution was extracted with methylene chloride and the combined organic layers were washed with ... Reactants: [BH3-]C#N, CC(=O)[O-], CO, COC(=O)C1CN(Cc2ccccc2)CCC1=O, Cl, [NH4+], [Na+], O. The product is COC(=O)C1CN(Cc2ccccc2)CCC1N. Reaction SMILES: [C:25](#[N:26])[BH3-:27].[CH3:21][C:22](=[O:23])[O-:24].[CH3:29][OH:30].[CH3:2][O:3][C:4](=[O:5])[CH:6]1[CH2:7][N:8]([CH2:13][c:14]2[cH:15][cH:16][cH:17][cH:18][cH:19]2)[CH2:9][CH2:10][C:11]1=[O:12].[ClH:1].[NH4+:20].[Na+:28].[OH2:31]>>[CH3:2][O:3][C:4](=[O:5])[CH:6]1[CH2:7][N:8]([CH2:13][c:14]2[cH:15][cH:16][cH:17][cH:18][cH:19]2)[CH2:9][CH2:10][CH:11]1[NH2:26]. Reactants: FC=1C=C(C=CC1)[Mg]Br (3-Fluorophenyl magnesium bromide), [N+](=O)([O-])C=1C(=CC=C2C=CC=NC12)C=O (8-nitro-quinoline-7-carbaldehyde), [N+](=O)([O-])C=1C(=CC=C2C=CC=NC12)C=O (8-nitro-quinoline-7-carbaldehyde). Run in C1CCOC1 (THF). Run at temperature -78 celsius, time 1 hour. Product: FC=1C=C(C=CC1)C(O)C1=CC=C2C=CC=NC2=C1[N+](=O)[O-] ((3-Fluoro-phenyl)-(8-nitro-quinolin-7-yl)-methanol). Isolated yield 58.1%. RXN SMILES: [F:1][C:2]1[CH:3]=[C:4]([Mg]Br)[CH:5]=[CH:6][CH:7]=1.[N+:10]([C:13]1[C:14]([CH:23]=[O:24])=[CH:15][CH:16]=[C:17]2[C:22]=1[N:21]=[CH:20][CH:19]=[CH:18]2)([O-:12])=[O:11]>C1COCC1>[F:1][C:2]1[CH:3]=[C:4]([CH:23]([C:14]2[C:13]([N+:10]([O-:12])=[O:11])=[C:22]3[C:17]([CH:18]=[CH:19][CH:20]=[N:21]3)=[CH:16][CH:15]=2)[OH:24])[CH:5]=[CH:6][CH:7]=1. Procedure details: 3-Fluorophenyl magnesium bromide (1 M solution in THF; 0.86 ml, 4.33 mmol) was added dropwise to a solution of 8-nitroquinoline-7-carbaldehyde (Intermediate 204) (0.35 g, 1.73 mmol) in dry THF (5 ml) at −78° C. and the mixture was stirred at −78° C. for 1 h. The reaction was quenched with saturated NH4Cl solution and the aqueous phase was extracted with EtOAc. The organic phase was washed with brine, dried (Na2SO4) and concentrated in vacuo. The crude residue was purified by column chromatograph... The reactants are [I-].[K+] (potassium iodide), CN[C@H]1[C@@H](CCCC1)NC (trans-N,N′-dimethylcyclohexane-1,2-diamine), BrC1=C(C(=O)O)C=CC(=C1)\C=C\C(C(F)(F)F)C1=CC(=C(C(=C1)Cl)Cl)Cl ((E)-2-bromo-4-(4,4,4-trifluoro-3-(3,4,5-trichlorophenyl)but-1-enyl)benzoic acid). The reagents and catalysts are [Cu]I (CuI). Solvent: O1CCOCC1 (1,4-dioxane). Run at temperature 100 celsius. Product: IC1=C(C(=O)O)C=CC(=C1)\C=C\C(C(F)(F)F)C1=CC(=C(C(=C1)Cl)Cl)Cl ((E)-2-Iodo-4-(4,4,4-trifluoro-3-(3,4,5-trichlorophenyl)but-1-enyl)benzoic acid), solid. The yield is 55.0%. As a reaction SMILES: [I-:1].[K+].CN[C@@H]1CCCC[C@H]1NC.Br[C:14]1[CH:22]=[C:21](/[CH:23]=[CH:24]/[CH:25]([C:30]2[CH:35]=[C:34]([Cl:36])[C:33]([Cl:37])=[C:32]([Cl:38])[CH:31]=2)[C:26]([F:29])([F:28])[F:27])[CH:20]=[CH:19][C:15]=1[C:16]([OH:18])=[O:17]>O1CCOCC1.[Cu]I>[I:1][C:14]1[CH:22]=[C:21](/[CH:23]=[CH:24]/[CH:25]([C:30]2[CH:35]=[C:34]([Cl:36])[C:33]([Cl:37])=[C:32]([Cl:38])[CH:31]=2)[C:26]([F:29])([F:28])[F:27])[CH:20]=[CH:19][C:15]=1[C:16]([OH:18])=[O:17] |f:0.1|. Procedure details: Per Buchwald, et al.; JACS, 2002, 124, 14844-14845, potassium iodide (KI, 273 mg, 1.64 mmol), CuI (31 mg, 0.16 mmol) and trans-N,N′-dimethylcyclohexane-1,2-diamine (catalytic amount) were added to a solution of (E)-2-bromo-4-(4,4,4-trifluoro-3-(3,4,5-trichlorophenyl)but-1-enyl)benzoic acid (400 mg, 0.82 mmol) in 1,4-dioxane (8 mL). The mixture in an Ace pressure tube was heated at 100° C. for 3 h. The reaction mixture was brought to ambient temperature and filtered through a Celite® pad. The fil... Reactants: CC(C)n1c(=O)n(C)c(=O)c2c(SCCCO)n(C3Cc4ccccc4C3)cc21, CO, O. Yields the product CC(C)n1c(=O)n(C)c(=O)c2c(S(=O)CCCO)n(C3Cc4ccccc4C3)cc21. RXN SMILES: [CH2:1]1[CH:2]([n:10]2[cH:11][c:12]3[n:13]([CH:27]([CH3:28])[CH3:29])[c:14](=[O:26])[n:15]([CH3:25])[c:16](=[O:24])[c:17]3[c:18]2[S:19][CH2:20][CH2:21][CH2:22][OH:23])[CH2:3][c:4]2[cH:5][cH:6][cH:7][cH:8][c:9]21.[CH3:30][OH:31].[OH2:32]>>[CH2:1]1[CH:2]([n:10]2[cH:11][c:12]3[n:13]([CH:27]([CH3:28])[CH3:29])[c:14](=[O:26])[n:15]([CH3:25])[c:16](=[O:24])[c:17]3[c:18]2[S:19]([CH2:20][CH2:21][CH2:22][OH:23])=[O:31])[CH2:3][c:4]2[cH:5][cH:6][cH:7][cH:8][c:9]21. Reactants: [Br-], CCC1(COS(C)(=O)=O)COC1, CCCC[N+](CCCC)(CCCC)CCCC, Cc1ccccc1, [Na+], [OH-], O, OCCOCCO. Yields the product CCC1(COCCOCCO)COC1. RXN SMILES: [Br-:22].[CH2:10]([CH3:11])[C:12]1([CH2:16][O:17][S:18]([CH3:19])(=[O:20])=[O:21])[CH2:13][O:14][CH2:15]1.[CH3:23][CH2:24][CH2:25][CH2:26][N+:27]([CH2:28][CH2:29][CH2:30][CH3:31])([CH2:32][CH2:33][CH2:34][CH3:35])[CH2:36][CH2:37][CH2:38][CH3:39].[CH3:41][c:42]1[cH:43][cH:44][cH:45][cH:46][cH:47]1.[Na+:9].[OH-:8].[OH2:40].[OH:1][CH2:2][CH2:3][O:4][CH2:5][CH2:6][OH:7]>>[O:1]([CH2:2][CH2:3][O:4][CH2:5][CH2:6][OH:7])[CH2:16][C:12]1([CH2:10][CH3:11])[CH2:13][O:14][CH2:15]1.